Dataset: the Open Reaction Database (ORD), a public repository of structured organic reaction records. Task: describe an organic reaction: reactants, conditions, products, and yield Reactants: C1(=CC=CC=C1)C(CCN1CCN(CC1)C1=CC=C2CNC(C2=C1)=O)C1=CC=CC=C1 (2,3-Dihydro-6-[4-(3,3-diphenyl-1-propyl)piperazin-1-yl]-1H-isoindol-1-one), BrC(C)C (2-bromopropane). Product: C1(=CC=CC=C1)C(CCN1CCN(CC1)C1=CC=C2CN(C(C2=C1)=O)C(C)C)C1=CC=CC=C1 (6-[4-(3,3-Diphenyl-1-propyl)piperazin-1-yl]-2-isopropyl-2,3-dihydro-1H-isoindol-1-one). Isolated yield 58.1%. As a reaction SMILES: [C:1]1([CH:7]([C:26]2[CH:31]=[CH:30][CH:29]=[CH:28][CH:27]=2)[CH2:8][CH2:9][N:10]2[CH2:15][CH2:14][N:13]([C:16]3[CH:24]=[C:23]4[C:19]([CH2:20][NH:21][C:22]4=[O:25])=[CH:18][CH:17]=3)[CH2:12][CH2:11]2)[CH:6]=[CH:5][CH:4]=[CH:3][CH:2]=1.Br[CH:33]([CH3:35])[CH3:34]>>[C:26]1([CH:7]([C:1]2[CH:2]=[CH:3][CH:4]=[CH:5][CH:6]=2)[CH2:8][CH2:9][N:10]2[CH2:11][CH2:12][N:13]([C:16]3[CH:24]=[C:23]4[C:19]([CH2:20][N:21]([CH:33]([CH3:35])[CH3:34])[C:22]4=[O:25])=[CH:18][CH:17]=3)[CH2:14][CH2:15]2)[CH:31]=[CH:30][CH:29]=[CH:28][CH:27]=1. Procedure details: In the same manner as in Example 51, the title compound (32 mg) was prepared from the compound (50 mg) obtained in Example 50 and 2-bromopropane (148 mg).